Dataset: the Open Reaction Database (ORD), a public repository of structured organic reaction records. Task: describe an organic reaction: reactants, conditions, products, and yield Starting materials: ClC1=C(C=CC=C1)C1=NCC=2N(C3=C1C=C(S3)I)C(=NN2)C (4-(2-chlorophenyl)-2-iodo-9-methyl-6H-thieno-[3,2-f][1,2,4]triazolo[4,3-a][1,4]diazepine), FC1=CC2=C(N(C(CO2)=O)CC#C)C=C1 (7-fluoro-4-(2-propynyl)-2H-1,4-benzoxazin-3(4H)-one), C(C)O (ethanol). The solvent is C(Cl)Cl (methylene chloride). Yields the product title compound, ClC1=C(C=CC=C1)C1=NCC=2N(C3=C1C=CS3)C(=NN2)C (4-(2-chlorophenyl)-9-methyl-6H-thieno[3,2-f][1,2,4]triazolo[4,3-a][1,4]diazepin). As a reaction SMILES: [Cl:1][C:2]1[CH:7]=[CH:6][CH:5]=[CH:4][C:3]=1[C:8]1[C:14]2[CH:15]=[C:16](I)[S:17][C:13]=2[N:12]2[C:19]([CH3:22])=[N:20][N:21]=[C:11]2[CH2:10][N:9]=1.FC1C=CC2N(CC#C)C(=O)COC=2C=1.C(O)C>C(Cl)Cl>[Cl:1][C:2]1[CH:7]=[CH:6][CH:5]=[CH:4][C:3]=1[C:8]1[C:14]2[CH:15]=[CH:16][S:17][C:13]=2[N:12]2[C:19]([CH3:22])=[N:20][N:21]=[C:11]2[CH2:10][N:9]=1. Procedure: The title compound was prepared by reacting 4-(2-chlorophenyl)-2-iodo-9-methyl-6H-thieno-[3,2-f][1,2,4]triazolo[4,3-a][1,4]diazepine with 7-fluoro-4-(2-propynyl)-2H-1,4-benzoxazin-3(4H)-one under the conditions used in Example 37. The product was isolated by chromatography over the 50 fold amount of silica gel using 4 % (v/v) of ethanol in methylene chloride. The good fractions were combined and evaporated and the residue was crystallized from ethyl acetate to give colorless crystals of 4-{3-[4-... Reactants: Cc1cc(-c2cccc(C(=O)CC(=O)Nc3cc(C(F)(F)F)c(C)cc3NC(=O)OC(C)(C)C)c2)ccn1, ClCCl, O=C(O)C(F)(F)F. Product: Cc1cc(-c2cccc(C3=Nc4cc(C)c(C(F)(F)F)cc4NC(=O)C3)c2)ccn1. RXN SMILES: [C:1]([O:2][C:3](=[O:4])[NH:7][c:8]1[c:9]([NH:19][C:20]([CH2:21][C:22](=[O:5])[c:24]2[cH:25][c:26](-[c:30]3[cH:31][c:32]([CH3:36])[n:33][cH:34][cH:35]3)[cH:27][cH:28][cH:29]2)=[O:37])[cH:10][c:11]([C:15]([F:16])([F:17])[F:18])[c:12]([CH3:14])[cH:13]1)([CH3:6])([CH3:23])[CH3:38].[Cl:46][CH2:47][Cl:48].[F:39][C:40]([F:41])([F:42])[C:43]([OH:44])=[O:45]>>[N:7]1=[C:22]([c:24]2[cH:25][c:26](-[c:30]3[cH:31][c:32]([CH3:36])[n:33][cH:34][cH:35]3)[cH:27][cH:28][cH:29]2)[CH2:21][C:20](=[O:37])[NH:19][c:9]2[c:8]1[cH:13][c:12]([CH3:14])[c:11]([C:15]([F:16])([F:17])[F:18])[cH:10]2. Starting materials: NOCCO (2-(aminooxy)ethanol), [N-]1C=NC=C1 (imidazolide), product, C(C)C1=CC(=C(C=C1)NC1=C(C(=O)O)C=CC(=C1F)F)F (2-[(4-ethyl-2-fluorophenyl)amino]-3,4-difluorobenzoic acid), EtOAc hexanes, C(=O)(N1C=NC=C1)N1C=NC=C1 (carbonyldiimidazole). Solvent: C1CCOC1 (THF), C1CCOC1 (THF). Conditions: time 10 minute. The product is C(C)C1=CC(=C(C=C1)NC1=C(C(=O)NOCCO)C=CC(=C1F)F)F (2-[(4-ethyl-2-fluorophenyl)amino]-3,4-difluoro-N-(2-hydroxyethoxy)benzamide). Isolated yield 65.0%. As a reaction SMILES: [CH2:1]([C:3]1[CH:8]=[CH:7][C:6]([NH:9][C:10]2[C:18]([F:19])=[C:17]([F:20])[CH:16]=[CH:15][C:11]=2[C:12]([OH:14])=O)=[C:5]([F:21])[CH:4]=1)[CH3:2].C(N1C=CN=C1)(N1C=CN=C1)=O.[N-]1C=CN=C1.[NH2:39][O:40][CH2:41][CH2:42][OH:43]>C1COCC1>[CH2:1]([C:3]1[CH:8]=[CH:7][C:6]([NH:9][C:10]2[C:18]([F:19])=[C:17]([F:20])[CH:16]=[CH:15][C:11]=2[C:12]([NH:39][O:40][CH2:41][CH2:42][OH:43])=[O:14])=[C:5]([F:21])[CH:4]=1)[CH3:2]. Procedure: The title compound was prepared from the reaction of the product of Step D, 2-[(4-ethyl-2-fluorophenyl)amino]-3,4-difluorobenzoic acid (93 mg, 0.32 mmol) dissolved in dry THF (5 mL), and carbonyldiimidazole (CDI) (102 mg, 0.63 mmol). Within 10 minutes, a bright yellow solution was obtained and conversion to the imidazolide was confirmed by TLC (50% EtOAc/hexanes). A solution of 2-(aminooxy)ethanol (97 mg, 1.26 mmol) in THF (5 mL) was then added and the mixture stirred for 15 hours at room temper... The reactants are ClC(Cl)Cl, CNC(=O)COc1cccc2c1ccc(=O)n2CCN1CCC(N(Cc2ccc3c(c2)OCCO3)C(=O)OC(C)(C)C)CC1, O=C(O)C(F)(F)F. Product: CNC(=O)COc1cccc2c1ccc(=O)n2CCN1CCC(NCc2ccc3c(c2)OCCO3)CC1. RXN SMILES: [CH:52]([Cl:53])([Cl:54])[Cl:55].[O:1]1[CH2:2][CH2:3][O:4][c:5]2[c:6]1[cH:7][cH:8][c:9]([CH2:11][N:12]([C:13](=[O:14])[O:15][C:16]([CH3:17])([CH3:18])[CH3:19])[CH:20]1[CH2:21][CH2:22][N:23]([CH2:26][CH2:27][n:28]3[c:29](=[O:44])[cH:30][cH:31][c:32]4[c:33]([O:38][CH2:39][C:40](=[O:41])[NH:42][CH3:43])[cH:34][cH:35][cH:36][c:37]34)[CH2:24][CH2:25]1)[cH:10]2.[OH:45][C:46]([C:47]([F:48])([F:49])[F:50])=[O:51]>>[O:1]1[CH2:2][CH2:3][O:4][c:5]2[c:6]1[cH:7][cH:8][c:9]([CH2:11][NH:12][CH:20]1[CH2:21][CH2:22][N:23]([CH2:26][CH2:27][n:28]3[c:29](=[O:44])[cH:30][cH:31][c:32]4[c:33]([O:38][CH2:39][C:40](=[O:41])[NH:42][CH3:43])[cH:34][cH:35][cH:36][c:37]34)[CH2:24][CH2:25]1)[cH:10]2. Starting materials: COC(=O)c1ccc(Cn2ccc(C3=NC(C)(C)Cc4cc(OC)c5c(c43)CC(C)(C)O5)cc2=O)cc1, Cl, [Na+], [OH-]. Yields the product Cl, COc1cc2c(c3c1OC(C)(C)C3)C(c1ccn(Cc3ccc(C(=O)O)cc3)c(=O)c1)=NC(C)(C)C2. As a reaction SMILES: [CH3:1][O:2][C:3]([c:4]1[cH:5][cH:6][c:7]([CH2:10][n:11]2[c:12](=[O:36])[cH:13][c:14]([C:17]3=[N:18][C:19]([CH3:34])([CH3:35])[CH2:20][c:21]4[cH:22][c:23]([O:32][CH3:33])[c:24]5[c:25]([c:26]43)[CH2:27][C:28]([CH3:30])([CH3:31])[O:29]5)[cH:15][cH:16]2)[cH:8][cH:9]1)=[O:37].[ClH:38].[Na+:40].[OH-:39]>>[ClH:38].[O:2]=[C:3]([c:4]1[cH:5][cH:6][c:7]([CH2:10][n:11]2[c:12](=[O:36])[cH:13][c:14]([C:17]3=[N:18][C:19]([CH3:34])([CH3:35])[CH2:20][c:21]4[cH:22][c:23]([O:32][CH3:33])[c:24]5[c:25]([c:26]43)[CH2:27][C:28]([CH3:30])([CH3:31])[O:29]5)[cH:15][cH:16]2)[cH:8][cH:9]1)[OH:37]. Starting materials: OO (hydrogen peroxide), O (Water), BrCCCC=1C=C(C=CC1)C#N (3-(3-bromopropyl)cyanobenzene), product, C([O-])(O)=O.[K+] (potassium bicarbonate). Reagents/catalysts: C([O-])([O-])=O.[K+].[K+] (potassium carbonate). Run in CO (methanol). Conditions: time 45 minute. Yields the product BrCCCC=1C=C(C(=O)N)C=CC1 (3-(3-bromopropyl)benzamide). The yield is 298.9%. As a reaction SMILES: [Br:1][CH2:2][CH2:3][CH2:4][C:5]1[CH:6]=[C:7]([C:11]#[N:12])[CH:8]=[CH:9][CH:10]=1.C(=O)(O)[O-:14].[K+].OO.O>CO.C(=O)([O-])[O-].[K+].[K+]>[Br:1][CH2:2][CH2:3][CH2:4][C:5]1[CH:6]=[C:7]([CH:8]=[CH:9][CH:10]=1)[C:11]([NH2:12])=[O:14] |f:1.2,6.7.8|. Reported procedure: To 15.2 g (0.067 mole) of 3-(3-bromopropyl)cyanobenzene (the product of step (c)) in 55 ml methanol, 2.2 g potassium bicarbonate was added; to that mixture, 15.2 ml of 30% hydrogen peroxide was added dropwise. The reaction mixture was stirred for about 45 minutes. Then, 113 mg potassium carbonate was added and the resulting mixture was stirred overnight. Water (about 35 ml) was added to the reaction mixture and the resulting solution put in a freezer for about 50 minutes. The solid was collected... Reactants: CN1N2C(C(C=3C=CC=CC13)=O)=CC=C2 (5-methylpyrrolo[1,2-b]cinnolin-10(5H)-one), ClN1C(CCC1=O)=O (N-chlorosuccinimide). Solvent: O1CCCC1 (tetrahydrofuran). The product is ClC1=CC=C2N1N(C=1C=CC=CC1C2=O)C (3-Chloro-5-methylpyrrolo[1,2-b]cinnolin-10(5H)-one). The yield is 48.2%. Reaction SMILES: [CH3:1][N:2]1[C:11]2[CH:10]=[CH:9][CH:8]=[CH:7][C:6]=2[C:5](=[O:12])[C:4]2=[CH:13][CH:14]=[CH:15][N:3]12.[Cl:16]N1C(=O)CCC1=O>O1CCCC1>[Cl:16][C:15]1[N:3]2[N:2]([CH3:1])[C:11]3[CH:10]=[CH:9][CH:8]=[CH:7][C:6]=3[C:5](=[O:12])[C:4]2=[CH:13][CH:14]=1. Reported procedure: A solution of 5-methylpyrrolo[1,2-b]cinnolin-10(5H)-one (5.0 g) in 180 mL of tetrahydrofuran at 0° C. was treated with N-chlorosuccinimide (3.4 g) all at once and the mixture was stirred at ambient temperature. After 36 h the solution was concentrated and the residue taken up in chloroform. This solution was washed with two 100 ml portions of water, dried over MgSO4, filtered and concentrated. The residue was purified by flash chromatography (silica, dichloromethane) to give 2.83 g of an off-whi... Starting materials: CCCC[Sn](Cl)(CCCC)CCCC, [Li]CCCC, C1CCOC1, CS(=O)(=O)NCC(=O)c1ncn2ccsc12, CCCCCC, CN(C)P(=O)(N(C)C)N(C)C, [Cl-], [NH4+]. Yields the product CCCC[Sn](CCCC)(CCCC)c1cn2cnc(C(=O)CNS(C)(=O)=O)c2s1. Reaction SMILES: [CH2:17]([CH2:18][CH2:19][CH3:20])[Sn:21]([CH2:22][CH2:23][CH2:24][CH3:25])([CH2:26][CH2:27][CH2:28][CH3:29])[Cl:30].[CH2:37]([Li:38])[CH2:39][CH2:40][CH3:41].[CH2:44]1[O:45][CH2:46][CH2:47][CH2:48]1.[CH3:1][S:2](=[O:3])(=[O:4])[NH:5][CH2:6][C:7](=[O:8])[c:9]1[n:10][cH:11][n:12]2[c:13]1[s:14][cH:15][cH:16]2.[CH3:31][CH2:32][CH2:33][CH2:34][CH2:35][CH3:36].[CH3:49][N:50]([CH3:51])[P:52]([N:53]([CH3:54])[CH3:55])([N:56]([CH3:57])[CH3:58])=[O:59].[Cl-:42].[NH4+:43]>>[CH3:1][S:2](=[O:3])(=[O:4])[NH:5][CH2:6][C:7](=[O:8])[c:9]1[n:10][cH:11][n:12]2[c:13]1[s:14][c:15]([Sn:21]([CH2:17][CH2:18][CH2:19][CH3:20])([CH2:22][CH2:23][CH2:24][CH3:25])[CH2:26][CH2:27][CH2:28][CH3:29])[cH:16]2.